Dataset: the Open Reaction Database (ORD), a public repository of structured organic reaction records. Task: describe an organic reaction: reactants, conditions, products, and yield Starting materials: OC[C@@H]1N(CC[C@H]1C=1C(=CC(=C2C(C=C(OC12)C1=C(C=CC=C1)I)=O)OC)OC)C ((+)-trans-8-(2-Hydroxymethyl-1-methyl-pyrrolidin-3-yl)-2-(2-iodo-phenyl)-5,7-dimethoxy-chromen-4-one), Cl.N1=CC=CC=C1 (pyridine hydrochloride). The product is OC1=C2C(C=C(OC2=C(C(=C1)O)[C@H]1[C@@H](N(CC1)C)CO)C1=C(C=CC=C1)I)=O ((+)-trans-5,7-Dihydroxy-8-(2-hydroxymethyl-1-methyl-pyrrolidin-3-yl)-2-(2-iodo-phenyl)-chromen-4-one). RXN SMILES: [OH:1][CH2:2][C@H:3]1[C@H:7]([C:8]2[C:9]([O:28]C)=[CH:10][C:11]([O:26]C)=[C:12]3[C:17]=2[O:16][C:15]([C:18]2[CH:23]=[CH:22][CH:21]=[CH:20][C:19]=2[I:24])=[CH:14][C:13]3=[O:25])[CH2:6][CH2:5][N:4]1[CH3:30].Cl.N1C=CC=CC=1>>[OH:26][C:11]1[CH:10]=[C:9]([OH:28])[C:8]([C@@H:7]2[CH2:6][CH2:5][N:4]([CH3:30])[C@H:3]2[CH2:2][OH:1])=[C:17]2[C:12]=1[C:13](=[O:25])[CH:14]=[C:15]([C:18]1[CH:23]=[CH:22][CH:21]=[CH:20][C:19]=1[I:24])[O:16]2 |f:1.2|. Procedure: Compound of example 18 (0.29 g, 0.588 mmol) subjected to demethylation using pyridine hydrochloride (3 g, 25.97 mmol) as described in example 17, afforded the title compound. The product is COCCOC1c2ccn3c(C)c(C)nc3c2NC(c2ccccc2)C1O. Starting materials: COCCOC1c2ccn3c(C)c(C)nc3c2N(C(C)=O)C(c2ccccc2)C1O, O=C([O-])[O-], ClCCl, [K+], [K+], NCCO, O. As a reaction SMILES: [C:1](=[O:2])([CH3:3])[N:4]1[CH:5]([c:25]2[cH:26][cH:27][cH:28][cH:29][cH:30]2)[CH:6]([OH:24])[CH:7]([O:19][CH2:20][CH2:21][O:22][CH3:23])[c:8]2[cH:9][cH:10][n:11]3[c:12]([c:13]21)[n:14][c:15]([CH3:18])[c:16]3[CH3:17].[C:31](=[O:32])([O-:33])[O-:34].[Cl:38][CH2:39][Cl:40].[K+:35].[K+:36].[NH2:41][CH2:42][CH2:43][OH:44].[OH2:37]>>[NH:4]1[CH:5]([c:25]2[cH:26][cH:27][cH:28][cH:29][cH:30]2)[CH:6]([OH:24])[CH:7]([O:19][CH2:20][CH2:21][O:22][CH3:23])[c:8]2[cH:9][cH:10][n:11]3[c:12]([c:13]21)[n:14][c:15]([CH3:18])[c:16]3[CH3:17]. The reactants are CCOC(=O)c1c(C)nc(-c2cccc(C(F)(F)F)c2)nc1C, CCOCCO, Cl, [K+], [OH-], O. Product: Cc1nc(-c2cccc(C(F)(F)F)c2)nc(C)c1C(=O)O. Reaction SMILES: [CH2:1]([CH3:2])[O:3][C:4](=[O:5])[c:6]1[c:7]([CH3:23])[n:8][c:9](-[c:13]2[cH:14][c:15]([C:19]([F:20])([F:21])[F:22])[cH:16][cH:17][cH:18]2)[n:10][c:11]1[CH3:12].[CH3:27][CH2:28][O:29][CH2:30][CH2:31][OH:32].[ClH:26].[K+:25].[OH-:24].[OH2:33]>>[O:3]=[C:4]([OH:5])[c:6]1[c:7]([CH3:23])[n:8][c:9](-[c:13]2[cH:14][c:15]([C:19]([F:20])([F:21])[F:22])[cH:16][cH:17][cH:18]2)[n:10][c:11]1[CH3:12]. Starting materials: solution, C(CCC)[Li] (n-butyl lithium), hexanes, triethylphosphonoacetate, O1CCCC1 (tetrahydrofuran), IC1=CC=C(C=O)C=C1 (4-iodo-benzaldehyde), O1CCCC1 (tetrahydrofuran), C(C)(=O)OCC (ethyl acetate). The solvent is CCCCCC (hexane). Reaction conditions: temperature 0 celsius, time 10 minute. Product: C(C)OC(C=CC1=CC(=CC=C1)I)=O (Ethyl-3-iodo-cinnamate). Yield: 95.0%. RXN SMILES: C([Li])CCC.[I:6][C:7]1[CH:14]=C[C:10](C=O)=[CH:9][CH:8]=1.[C:15](OCC)(=[O:17])[CH3:16].[O:21]1[CH2:25][CH2:24][CH2:23][CH2:22]1>CCCCCC>[CH2:15]([O:17][C:25](=[O:21])[CH:24]=[CH:23][C:22]1[CH:10]=[CH:9][CH:8]=[C:7]([I:6])[CH:14]=1)[CH3:16]. Reported procedure: A stirred, cooled (−78° C.) solution of triethylphosphonoacetate (11.44 g, 51 mmol) in anhydrous tetrahydrofuran (100 mL) was treated with a 1.6M solution of n-butyl lithium in hexanes (30 mL, 48 mmol). After 10 min, the reaction mixture was cannulated into a cooled (−78° C.) solution of 4-iodo-benzaldehyde (3.7 g, 16 mmol) in tetrahydrofuran (20 mL). The reaction mixture was allowed to warm to 0° C. over 1 h. It was quenched with saturated aqueous ammonium chloride solution and extracted with d... Starting materials: CCOC(=O)C(Cc1ccc(OCC(=O)O)cc1)OCC, CCN=C=NCCCN(C)C, ClCCl, CN(C)c1ccncc1, CCN(C(C)C)C(C)C, Cl, Cl, CCCCCCCCNCc1ccc(F)cc1F. Yields the product CCCCCCCCN(Cc1ccc(F)cc1F)C(=O)COc1ccc(CC(OCC)C(=O)OCC)cc1. As a reaction SMILES: [CH2:1]([CH3:2])[O:3][CH:4]([CH2:5][c:6]1[cH:7][cH:8][c:9]([O:10][CH2:11][C:12](=[O:13])[OH:14])[cH:15][cH:16]1)[C:17](=[O:18])[O:19][CH2:20][CH3:21].[CH2:51]([N:52]=[C:53]=[N:54][CH2:55][CH2:56][CH2:57][N:58]([CH3:59])[CH3:60])[CH3:61].[CH2:62]([Cl:63])[Cl:64].[CH3:65][N:66]([c:67]1[cH:68][cH:69][n:70][cH:71][cH:72]1)[CH3:73].[CH:41]([N:42]([CH2:43][CH3:44])[CH:45]([CH3:46])[CH3:47])([CH3:48])[CH3:49].[ClH:22].[ClH:50].[F:23][c:24]1[c:25]([CH2:26][NH:27][CH2:28][CH2:29][CH2:30][CH2:31][CH2:32][CH2:33][CH2:34][CH3:35])[cH:36][cH:37][c:38]([F:40])[cH:39]1>>[CH2:1]([CH3:2])[O:3][CH:4]([CH2:5][c:6]1[cH:7][cH:8][c:9]([O:10][CH2:11][C:12](=[O:14])[N:27]([CH2:26][c:25]2[c:24]([F:23])[cH:39][c:38]([F:40])[cH:37][cH:36]2)[CH2:28][CH2:29][CH2:30][CH2:31][CH2:32][CH2:33][CH2:34][CH3:35])[cH:15][cH:16]1)[C:17](=[O:18])[O:19][CH2:20][CH3:21]. Starting materials: CN(C)C=O, ClC(Cl)Cl, N#Cc1ccccc1-c1ccc(Cn2c(=O)n(CCc3ccccc3)c(=O)c3ccsc32)cc1, O=P(Cl)(Cl)Cl. Yields the product N#Cc1ccccc1-c1ccc(Cn2c(=O)n(CCc3ccccc3)c(=O)c3cc(C=O)sc32)cc1. RXN SMILES: [CH3:40][N:41]([CH:42]=[O:43])[CH3:44].[CH:45]([Cl:46])([Cl:47])[Cl:48].[O:1]=[c:2]1[n:3]([CH2:27][CH2:28][c:29]2[cH:30][cH:31][cH:32][cH:33][cH:34]2)[c:4](=[O:26])[c:5]2[c:6]([n:7]1[CH2:8][c:9]1[cH:10][cH:11][c:12](-[c:15]3[c:16]([C:21]#[N:22])[cH:17][cH:18][cH:19][cH:20]3)[cH:13][cH:14]1)[s:23][cH:24][cH:25]2.[P:35]([Cl:36])([Cl:37])([Cl:38])=[O:39]>>[O:1]=[c:2]1[n:3]([CH2:27][CH2:28][c:29]2[cH:30][cH:31][cH:32][cH:33][cH:34]2)[c:4](=[O:26])[c:5]2[c:6]([n:7]1[CH2:8][c:9]1[cH:10][cH:11][c:12](-[c:15]3[c:16]([C:21]#[N:22])[cH:17][cH:18][cH:19][cH:20]3)[cH:13][cH:14]1)[s:23][c:24]([CH:42]=[O:43])[cH:25]2. The reactants are IC=1C=CC(=C(C(=O)O)C1)C (5-iodo-2-methylbenzoic acid), Cl.CN(CCCN=C=NCC)C (1-(3-dimethylaminopropyl)-3-ethylcarbodiimide hydrochloride), C(C)(C)(C)O (t-butanol). The reagents and catalysts are CN(C1=CC=NC=C1)C (4-dimethylaminopyridine). Solvent: ClCCl (dichloromethane), C(C)(=O)OCC (ethyl acetate). Run at time 8 hour. Yields the product C(C)(C)(C)OC(C1=C(C=CC(=C1)I)C)=O (5-iodo-2-methylbenzoic acid t-butyl ester). Isolated yield 65.0%. Reaction SMILES: [I:1][C:2]1[CH:3]=[CH:4][C:5]([CH3:11])=[C:6]([CH:10]=1)[C:7]([OH:9])=[O:8].Cl.CN(C)CCCN=C=NCC.[C:24](O)([CH3:27])([CH3:26])[CH3:25]>CN(C)C1C=CN=CC=1.ClCCl.C(OCC)(=O)C>[C:24]([O:8][C:7](=[O:9])[C:6]1[CH:10]=[C:2]([I:1])[CH:3]=[CH:4][C:5]=1[CH3:11])([CH3:27])([CH3:26])[CH3:25] |f:1.2|. Procedure: A mixture of 5-iodo-2-methylbenzoic acid (760 mg, 2.9 mmol), 1-(3-dimethylaminopropyl)-3-ethylcarbodiimide hydrochloride (670 mg, 3.5 mmol), 4-dimethylaminopyridine (425 mg, 3.5 mmol), and t-butanol (1.07 g, 14.5 mmol) in dichloromethane (10 ml) was stirred at room temperature overnight. The reaction mixture was diluted with ethyl acetate (25 ml) and washed with 5% NaHCO3, 1M HCl, water and, brine. The organic phase was dried and evaporated to give a pale yellow solid 600 mg 65%. The reactants are BrC=1C=CC2=C(C3=NC(=CN3CCO2)C=2N(N=CN2)C(C)C)C1 (9-bromo-2-(2-isopropyl-2H-[1,2,4]triazol-3-yl)-4,5-dihydro-6-oxa-1,3a-diazabenzo[e]azulene), C(C)(C)(C)OC(=O)N1CCC(CC1)S (4-mercaptopiperidine-1-carboxylic acid tertbutyl ester), CCN(C(C)C)C(C)C (DIPEA), C(C)(C)N1N=CN=C1C1=CN2CCOC3=C(C2=N1)C=C(C=C3)SC3CCN(CC3)C(CO)(C)C (2-{4-[2-(2-Isopropyl-2H-[1,2,4]triazol-3-yl)-4,5-dihydro-6-oxa-1,3a-diazabenzo[e]azulen-9-ylsulfanyl]piperidin-1-yl}-2-methylpropan-1-ol), C(C)(C)(C)OC(=O)N1CCC(CC1)S (4-mercaptopiperidine-1-carboxylic acid tertbutyl ester), CCN(C(C)C)C(C)C (DIPEA). Reagents/catalysts: C=1C=CC(=CC1)/C=C/C(=O)/C=C/C2=CC=CC=C2.C=1C=CC(=CC1)/C=C/C(=O)/C=C/C2=CC=CC=C2.C=1C=CC(=CC1)/C=C/C(=O)/C=C/C2=CC=CC=C2.[Pd].[Pd] (Pd2(dba)3), CC1(C2=C(C(=CC=C2)P(C3=CC=CC=C3)C4=CC=CC=C4)OC5=C(C=CC=C51)P(C6=CC=CC=C6)C7=CC=CC=C7)C (XantPhos), C=1C=CC(=CC1)/C=C/C(=O)/C=C/C2=CC=CC=C2.C=1C=CC(=CC1)/C=C/C(=O)/C=C/C2=CC=CC=C2.C=1C=CC(=CC1)/C=C/C(=O)/C=C/C2=CC=CC=C2.[Pd].[Pd] (Pd2(dba)3), CC1(C2=C(C(=CC=C2)P(C3=CC=CC=C3)C4=CC=CC=C4)OC5=C(C=CC=C51)P(C6=CC=CC=C6)C7=CC=CC=C7)C (XantPhos). The solvent is C(Cl)Cl (DCM), O1CCOCC1 (dioxane), O1CCOCC1 (dioxane). Reaction conditions: temperature 120 celsius. The product is C(C)(C)(C)OC(=O)N1CCC(CC1)SC=1C=CC2=C(C3=NC(=CN3CCO2)C=2N(N=CN2)C(C)C)C1 (4-[2-(2-Isopropyl-2H-[1,2,4]triazol-3-yl)-4,5-dihydro-6-oxa-1,3a-diazabenzo[e]azulen-9-ylsulfanyl]piperidine-1-carboxylic acid tertbutyl ester). Yield: 931.5%. RXN SMILES: [CH:1]([N:4]1[C:8]([C:9]2[N:18]=[C:17]3[N:11]([CH2:12][CH2:13][O:14][C:15]4[CH:22]=[CH:21][C:20]([S:23][CH:24]5[CH2:29][CH2:28][N:27](C(C)(C)CO)[CH2:26][CH2:25]5)=[CH:19][C:16]=43)[CH:10]=2)=[N:7][CH:6]=[N:5]1)([CH3:3])[CH3:2].[C:35]([O:39][C:40](N1CCC(S)CC1)=[O:41])([CH3:38])([CH3:37])[CH3:36].CCN(C(C)C)C(C)C.BrC1C=CC2OCCN3C(=NC(C4N(C(C)C)N=CN=4)=C3)C=2C=1>O1CCOCC1.C1C=CC(/C=C/C(/C=C/C2C=CC=CC=2)=O)=CC=1.C1C=CC(/C=C/C(/C=C/C2C=CC=CC=2)=O)=CC=1.C1C=CC(/C=C/C(/C=C/C2C=CC=CC=2)=O)=CC=1.[Pd].[Pd].CC1(C)C2C(=C(P(C3C=CC=CC=3)C3C=CC=CC=3)C=CC=2)OC2C(P(C3C=CC=CC=3)C3C=CC=CC=3)=CC=CC1=2.C(Cl)Cl>[C:35]([O:39][C:40]([N:27]1[CH2:28][CH2:29][CH:24]([S:23][C:20]2[CH:21]=[CH:22][C:15]3[O:14][CH2:13][CH2:12][N:11]4[C:17](=[N:18][C:9]([C:8]5[N:4]([CH:1]([CH3:3])[CH3:2])[N:5]=[CH:6][N:7]=5)=[CH:10]4)[C:16]=3[CH:19]=2)[CH2:25][CH2:26]1)=[O:41])([CH3:38])([CH3:37])[CH3:36] |f:5.6.7.8.9|. Reported procedure: A mixture of 9-bromo-2-(2-isopropyl-2H-[1,2,4]triazol-3-yl)-4,5-dihydro-6-oxa-1,3a-diazabenzo[e]azulene from Example 1 (100 mg, 0.267 mmol), 4-mercaptopiperidine-1-carboxylic acid tertbutyl ester (87 mg, 0.401 mmol), Pd2(dba)3 (13 mg, 5 mol %), XantPhos (15 mg, 10 mol %) and DIPEA (0.19 mL) in dioxane (3 mL) was purged with nitrogen and then heated at 120° C. for 1 h using microwave irradiation. The same process was repeated using a mixture of 9-bromo-2-(2-isopropyl-2H-[1,2,4]triazol-3-yl)-4,5-d...